This data is from the Open Reaction Database (ORD), a public repository of structured organic reaction records. The task is: describe an organic reaction: reactants, conditions, products, and yield The yield is 76.8%. As a reaction SMILES: [Na].Cl.[NH2:3][OH:4].[F:5][C:6]1[CH:7]=[CH:8][C:9]2[N:15]3[CH:16]=[N:17][C:18]([C:19]#[N:20])=[C:14]3[C@@H:13]3[CH2:21][CH2:22][N:12]3[C:11](=[O:23])[C:10]=2[CH:24]=1>CO>[F:5][C:6]1[CH:7]=[CH:8][C:9]2[N:15]3[CH:16]=[N:17][C:18]([C:19](=[N:3][OH:4])[NH2:20])=[C:14]3[C@@H:13]3[CH2:21][CH2:22][N:12]3[C:11](=[O:23])[C:10]=2[CH:24]=1 |f:1.2,^1:0|. Starting materials: Cl.NO (hydroxylamine hydrochloride), [Na] (sodium), FC=1C=CC2=C(C(N3[C@H](C=4N2C=NC4C#N)CC3)=O)C1 ((S)-7-fluoro-12,12a-dihydro-9-oxo-9H,11H-azeto[2,1-c]imidazo[1,5-a][1,4]benzodiazepine-1-carbonitrile). The product is FC=1C=CC2=C(C(N3[C@H](C=4N2C=NC4C(N)=NO)CC3)=O)C1 ((S)-7-fluoro-12,12a-dihydro-9-oxo-9H,11H-azeto[2,1-c]imidazo[1,5-a][1,4]benzodiazepine-1-carboxamidoxime). Conditions: time 3.5 hour. Run in CO (methanol). Reported procedure: 0.60 g (26 mmol) of sodium was dissolved in 32 ml of methanol. 1.95 g (28.1 mmol) of hydroxylamine hydrochloride and, after 1 hour, 5.77 g (346 mmol) of (S)-7-fluoro-12,12a-dihydro-9-oxo-9H,11H-azeto[2,1-c]imidazo[1,5-a][1,4]benzodiazepine-1-carbonitrile were added at room temperature. The suspension was stirred at 70° for 3.5 hours, cooled to 0° during 30 min. and the crystals were filtered off. By drying the crystallizate there were obtained 6.5 g (100%) of (S)-7-fluoro-12,12a-dihydro-9-oxo-9H...